From a dataset of the Open Reaction Database (ORD), a public repository of structured organic reaction records. describe an organic reaction: reactants, conditions, products, and yield The reactants are O=C([O-])O, CC(C)(C)OC(=O)c1ccc(Br)cc1NC(=O)c1ccccc1, O=C([O-])O, Cc1ccccc1, CCO, OB(O)c1c(F)cccc1Cl, [Na+], [Na], c1ccc(P(c2ccccc2)(c2ccccc2)[Pd](P(c2ccccc2)(c2ccccc2)c2ccccc2)(P(c2ccccc2)(c2ccccc2)c2ccccc2)P(c2ccccc2)(c2ccccc2)c2ccccc2)cc1. The product is CC(C)(C)OC(=O)c1ccc(-c2c(F)cccc2Cl)cc1NC(=O)c1ccccc1. RXN SMILES: [C:12](=[O:13])([O-:14])[OH:15].[C:17]([c:18]1[cH:19][cH:20][cH:21][cH:22][cH:23]1)(=[O:24])[NH:25][c:26]1[c:27]([C:28](=[O:29])[O:30][C:31]([CH3:32])([CH3:33])[CH3:34])[cH:35][cH:36][c:37]([Br:39])[cH:38]1.[C:41](=[O:42])([O-:43])[OH:44].[CH3:122][c:123]1[cH:124][cH:125][cH:126][cH:127][cH:128]1.[CH3:129][CH2:130][OH:131].[Cl:1][c:2]1[c:3]([B:9]([OH:10])[OH:11])[c:4]([F:8])[cH:5][cH:6][cH:7]1.[Na+:16].[Na:40].[cH:45]1[cH:46][cH:47][c:48]([P:49]([Pd:50]([P:51]([c:52]2[cH:53][cH:54][cH:55][cH:56][cH:57]2)([c:58]2[cH:59][cH:60][cH:61][cH:62][cH:63]2)[c:64]2[cH:65][cH:66][cH:67][cH:68][cH:69]2)([P:70]([c:71]2[cH:72][cH:73][cH:74][cH:75][cH:76]2)([c:77]2[cH:78][cH:79][cH:80][cH:81][cH:82]2)[c:83]2[cH:84][cH:85][cH:86][cH:87][cH:88]2)[P:89]([c:90]2[cH:91][cH:92][cH:93][cH:94][cH:95]2)([c:96]2[cH:97][cH:98][cH:99][cH:100][cH:101]2)[c:102]2[cH:103][cH:104][cH:105][cH:106][cH:107]2)([c:108]2[cH:109][cH:110][cH:111][cH:112][cH:113]2)[c:114]2[cH:115][cH:116][cH:117][cH:118][cH:119]2)[cH:120][cH:121]1>>[Cl:1][c:2]1[c:3](-[c:37]2[cH:36][cH:35][c:27]([C:28](=[O:29])[O:30][C:31]([CH3:32])([CH3:33])[CH3:34])[c:26]([NH:25][C:17]([c:18]3[cH:19][cH:20][cH:21][cH:22][cH:23]3)=[O:24])[cH:38]2)[c:4]([F:8])[cH:5][cH:6][cH:7]1. Reactants: [C-]#N, O=C(O)c1cnn(-c2ccc(Cl)cc2Cl)c1Cl, [Li+], CN(C)C=O, O. The product is N#Cc1c(C(=O)O)cnn1-c1ccc(Cl)cc1Cl. Reaction SMILES: [C-:18]#[N:19].[Cl:1][c:2]1[c:3]([C:15](=[O:16])[OH:17])[cH:4][n:5][n:6]1-[c:7]1[c:8]([Cl:14])[cH:9][c:10]([Cl:13])[cH:11][cH:12]1.[Li+:20].[O:22]=[CH:23][N:24]([CH3:25])[CH3:26].[OH2:21]>>[c:2]1([C:18]#[N:19])[c:3]([C:15](=[O:16])[OH:17])[cH:4][n:5][n:6]1-[c:7]1[c:8]([Cl:14])[cH:9][c:10]([Cl:13])[cH:11][cH:12]1. Starting materials: CCOC(=O)Cc1ccc(B2OC(C)(C)C(C)(C)O2)cc1, Cc1noc(-c2ccc(Br)c(F)c2)c1NC(=O)OC(C)c1ccccc1Cl. Yields the product CCOC(=O)Cc1ccc(-c2ccc(-c3onc(C)c3NC(=O)OC(C)c3ccccc3Cl)cc2F)cc1. Reaction SMILES: [CH2:28]([CH3:29])[O:30][C:31]([CH2:32][c:33]1[cH:34][cH:35][c:36]([B:39]2[O:40][C:41]([CH3:42])([CH3:43])[C:44]([CH3:45])([CH3:46])[O:47]2)[cH:37][cH:38]1)=[O:48].[Cl:1][c:2]1[c:3]([CH:8]([CH3:9])[O:10][C:11]([NH:12][c:13]2[c:14]([CH3:26])[n:15][o:16][c:17]2-[c:18]2[cH:19][c:20]([F:25])[c:21]([Br:24])[cH:22][cH:23]2)=[O:27])[cH:4][cH:5][cH:6][cH:7]1>>[Cl:1][c:2]1[c:3]([CH:8]([CH3:9])[O:10][C:11]([NH:12][c:13]2[c:14]([CH3:26])[n:15][o:16][c:17]2-[c:18]2[cH:19][c:20]([F:25])[c:21](-[c:36]3[cH:35][cH:34][c:33]([CH2:32][C:31]([O:30][CH2:28][CH3:29])=[O:48])[cH:38][cH:37]3)[cH:22][cH:23]2)=[O:27])[cH:4][cH:5][cH:6][cH:7]1. Starting materials: Cc1cc(O)ccc1CCCCn1ccnn1, CN(C)C=O, ClCc1cccc(-c2ccc(Cl)cc2)n1, [H-], [Na+], O. The product is Cc1cc(OCc2cccc(-c3ccc(Cl)cc3)n2)ccc1CCCCn1ccnn1. RXN SMILES: [CH3:1][c:2]1[cH:3][c:4]([OH:17])[cH:5][cH:6][c:7]1[CH2:8][CH2:9][CH2:10][CH2:11][n:12]1[n:13][n:14][cH:15][cH:16]1.[CH3:36][N:37]([CH3:38])[CH:39]=[O:40].[Cl:20][CH2:21][c:22]1[n:23][c:24](-[c:28]2[cH:29][cH:30][c:31]([Cl:34])[cH:32][cH:33]2)[cH:25][cH:26][cH:27]1.[H-:18].[Na+:19].[OH2:35]>>[CH3:1][c:2]1[cH:3][c:4]([O:17][CH2:21][c:22]2[n:23][c:24](-[c:28]3[cH:29][cH:30][c:31]([Cl:34])[cH:32][cH:33]3)[cH:25][cH:26][cH:27]2)[cH:5][cH:6][c:7]1[CH2:8][CH2:9][CH2:10][CH2:11][n:12]1[n:13][n:14][cH:15][cH:16]1.